Dataset: the Open Reaction Database (ORD), a public repository of structured organic reaction records. Task: describe an organic reaction: reactants, conditions, products, and yield Starting materials: CNC=1C=NC=CC1C1=C(C=CC=C1)CC#N ([2-(3-methylamino-pyridin-4-yl)-phenyl]-acetonitrile), FC(C=1C=C(C(=O)O)C=C(C1)C(F)(F)F)(F)F (3,5-bis(trifluoromethyl)benzoic acid). The product is C(#N)CC1=C(C=CC=C1)C1=C(C=NC=C1)N(C(C1=CC(=CC(=C1)C(F)(F)F)C(F)(F)F)=O)C (N-[4-(2-Cyanomethyl-phenyl)-pyridin-3-yl]-N-methyl-3,5-bis-trifluoromethyl-benzamide). RXN SMILES: [CH3:1][NH:2][C:3]1[CH:4]=[N:5][CH:6]=[CH:7][C:8]=1[C:9]1[CH:14]=[CH:13][CH:12]=[CH:11][C:10]=1[CH2:15][C:16]#[N:17].[F:18][C:19]([F:34])([F:33])[C:20]1[CH:21]=[C:22]([CH:26]=[C:27]([C:29]([F:32])([F:31])[F:30])[CH:28]=1)[C:23]([OH:25])=O>>[C:16]([CH2:15][C:10]1[CH:11]=[CH:12][CH:13]=[CH:14][C:9]=1[C:8]1[CH:7]=[CH:6][N:5]=[CH:4][C:3]=1[N:2]([CH3:1])[C:23](=[O:25])[C:22]1[CH:26]=[C:27]([C:29]([F:32])([F:31])[F:30])[CH:28]=[C:20]([C:19]([F:18])([F:34])[F:33])[CH:21]=1)#[N:17]. Procedure details: The title compound was prepared in analogy to example 90, from [2-(3-methylamino-pyridin-4-yl)-phenyl]-acetonitrile and 3,5-bis(trifluoromethyl)benzoic acid (CAS RN 725-89-3) after a reaction time of 5 days. The compound was purified by silica gel chromatography using a MPLC system (CombiFlash Companion, Isco Inc.) eluting with a gradient of n-heptane:EtOAc (100:0 to 50:50) followed by a second chromatography, using preparative HPLC (Phenomenex Gemini® column, gradient of methanol:water (10:90 t...